Dataset: the Open Reaction Database (ORD), a public repository of structured organic reaction records. Task: describe an organic reaction: reactants, conditions, products, and yield The reactants are Cl, CN1C(=O)COCC1CO, Cc1ccc(S(=O)(=O)Cl)cc1, c1ccncc1. Yields the product Cc1ccc(S(=O)(=O)OCC2COCC(=O)N2C)cc1. As a reaction SMILES: [ClH:22].[OH:1][CH2:2][CH:3]1[N:4]([CH3:10])[C:5](=[O:9])[CH2:6][O:7][CH2:8]1.[c:11]1([CH3:21])[cH:12][cH:13][c:14]([S:17](=[O:18])(=[O:19])[Cl:20])[cH:15][cH:16]1.[cH:23]1[cH:24][cH:25][n:26][cH:27][cH:28]1>>[O:1]([CH2:2][CH:3]1[N:4]([CH3:10])[C:5](=[O:9])[CH2:6][O:7][CH2:8]1)[S:17]([c:14]1[cH:13][cH:12][c:11]([CH3:21])[cH:16][cH:15]1)(=[O:18])=[O:19]. Starting materials: [Si](C)(C)(C(C)(C)C)OC1=C(C=CC(=C1)O[Si](C)(C)C(C)(C)C)[C@@H]1CC[C@H](CC1)NS(=O)(=O)C (trans-N-[4-(2,4-bis{[tert-butyl(dimethyl)silyl]oxy}phenyl)cyclohexyl]methanesulfonamide), ClCCCl (1,2-dichloroethane), FC(C(=O)O)(F)F (trifluoroacetic acid), O (water). Run in C1(=CC=CC=C1)C (Toluene). Product: OC1=C(C=CC(=C1)O)[C@@H]1CC[C@H](CC1)NS(=O)(=O)C (trans-N-[4-(2,4-Dihydroxyphenyl)cyclohexyl]methanesulfonamide). Yield: 70.7%. RXN SMILES: [Si]([O:8][C:9]1[CH:14]=[C:13]([O:15][Si](C(C)(C)C)(C)C)[CH:12]=[CH:11][C:10]=1[C@H:23]1[CH2:28][CH2:27][C@H:26]([NH:29][S:30]([CH3:33])(=[O:32])=[O:31])[CH2:25][CH2:24]1)(C(C)(C)C)(C)C.ClCCCl.FC(F)(F)C(O)=O.O>C1(C)C=CC=CC=1>[OH:8][C:9]1[CH:14]=[C:13]([OH:15])[CH:12]=[CH:11][C:10]=1[C@H:23]1[CH2:24][CH2:25][C@H:26]([NH:29][S:30]([CH3:33])(=[O:32])=[O:31])[CH2:27][CH2:28]1. Reported procedure: To a round bottomed flask equipped with magnetic stirrer was added trans-N-[4-(2,4-bis{[tert-butyl(dimethyl)silyl]oxy}phenyl)cyclohexyl]methanesulfonamide (320 mg, 0.57 mmol) and 1,2-dichloroethane (50 ml). To the stirred solution was added trifluoroacetic acid (20 ml) and water (20 ml). The stirred reaction mixture was then heated under reflux for 18 hr and then cooled to room temperature. Toluene (70 ml) was added and the solvent removed in vacuo. Methanol (50 ml) was then added to the residue... The reactants are COC1=CC=2C=C(C3=CC=C(C=C3C2C=C1OC)OC)CNCCCCCC(=O)O (N-(2,3,6-Trimethoxyphenanthr-9-ylmethyl)-6-aminohexanoic acid), N (NH3). Product: COC1=CC=2C=C(C3=CC=C(C=C3C2C=C1OC)OC)CNC(CCCCO)C (N-(2,3,6-Trimethoxyphenanthr-9-ylmethyl)-5-aminohexanol). RXN SMILES: [CH3:1][O:2][C:3]1[C:16]([O:17][CH3:18])=[CH:15][C:14]2[C:13]3[C:8](=[CH:9][CH:10]=[C:11]([O:19][CH3:20])[CH:12]=3)[C:7]([CH2:21][NH:22][CH2:23][CH2:24]CCCC(O)=O)=[CH:6][C:5]=2[CH:4]=1.N>>[CH3:1][O:2][C:3]1[C:16]([O:17][CH3:18])=[CH:15][C:14]2[C:13]3[C:8](=[CH:9][CH:10]=[C:11]([O:19][CH3:20])[CH:12]=3)[C:7]([CH2:21][NH:22][CH:23]([CH3:24])[CH2:14][CH2:5][CH2:4][CH2:3][OH:2])=[CH:6][C:5]=2[CH:4]=1. Reported procedure: General procedure f from 35 (92%); yellow oil; 1H NMR (400.13 MHz) δ 7.88 (d, J=4 Hz, 1H), 7.76 (s, 1H), 7.71 (d, J=2 Hz, 1H), 7.44 (s, 1H), 7.13 (dd, J=4 Hz, 2 Hz, 1H), 7.05 (s, 1H), 5.99 (s, 2H), 3.94 (s, 9H), 3.80 (s, 2H), 3.73 (t, J=6 Hz, 2H), 2.75 (m, 2H), 1.50 (m, 4H), 1.28 (m, 4H); MS (DCI/NH3) m/e: 398 (M+H)+. Product: O1C(=NN=C1)NC(=O)C1C2=CC=CC=C2OC=2C=CC=CC12 (9H-Xanthene-9-carboxylic acid [1,3,4]oxadiazol-2-ylamide). Starting materials: O1C(=NN=C1)N ([1,3,4]oxadiazol-2-ylamine), C1=CC=CC=2OC3=CC=CC=C3C(C12)C(=O)Cl (9-xanthene-carboxylic acid chloride). RXN SMILES: [O:1]1[CH:5]=[N:4][N:3]=[C:2]1[NH2:6].[CH:7]1[C:20]2[CH:19]([C:21](Cl)=[O:22])[C:18]3[C:13](=[CH:14][CH:15]=[CH:16][CH:17]=3)[O:12][C:11]=2[CH:10]=[CH:9][CH:8]=1>>[O:1]1[CH:5]=[N:4][N:3]=[C:2]1[NH:6][C:21]([CH:19]1[C:20]2[CH:7]=[CH:8][CH:9]=[CH:10][C:11]=2[O:12][C:13]2[C:18]1=[CH:17][CH:16]=[CH:15][CH:14]=2)=[O:22]. Procedure details: The title compound, white solid, m.p. 239-240° C. and MS: m/e=293 (M+) was prepared in accordance with the general method of example 44a from [1,3,4]oxadiazol-2-ylamine and 9-xanthene-carboxylic acid chloride. The [1,3,4]oxadiazol-2-ylamine, white solid, MS: m/e=85 (M+) used in the above reaction was prepared in accordance with the general method of example 44b from formic acid hydrazide and cyanogen bromide. Reactants: C(#N)C(=C)C(CC)O (2-cyano-3-hydroxy-1-pentene), C(C1=CC=CC=C1)N (benzylamine). Solvent: CO (methanol). Conditions: time 8 hour. Product: C(C1=CC=CC=C1)NCC(C(CC)O)C#N (1-benzylamino-2-cyano-3-hydroxypentane). As a reaction SMILES: [C:1]([C:3]([CH:5]([OH:8])[CH2:6][CH3:7])=[CH2:4])#[N:2].[CH2:9]([NH2:16])[C:10]1[CH:15]=[CH:14][CH:13]=[CH:12][CH:11]=1>CO>[CH2:9]([NH:16][CH2:4][CH:3]([C:1]#[N:2])[CH:5]([OH:8])[CH2:6][CH3:7])[C:10]1[CH:15]=[CH:14][CH:13]=[CH:12][CH:11]=1. Procedure: To a solution of 2-cyano-3-hydroxy-1-pentene (10 g) in methanol (100 ml) was added benzylamine (10 ml). After stirring for 8 hours under reflux, the solvent was evaporated, and the residue was chromatographed on silica gel with eluting a mixture of n-hexane and ethyl acetate (1:1, V/V) to give 1-benzylamino-2-cyano-3-hydroxypentane (10 g). The product is FC1=CC2=C(N(C(S2)=O)CC2=NOC(=N2)C)C=C1N=C=S (6-fluoro-5-isothiocyanato-3-(5-methyl-1,2,4-oxadiazol-3-ylmethyl)-2(3H)-benzothiazolone). Run at time 20 minute. Reaction SMILES: [NH2:1][C:2]1[C:3]([F:19])=[CH:4][C:5]2[S:9][C:8](=[O:10])[N:7]([CH2:11][C:12]3[N:16]=[C:15]([CH3:17])[O:14][N:13]=3)[C:6]=2[CH:18]=1.[C:20](Cl)(Cl)=[S:21].C(=O)(O)[O-].[Na+]>ClCCl>[F:19][C:3]1[C:2]([N:1]=[C:20]=[S:21])=[CH:18][C:6]2[N:7]([CH2:11][C:12]3[N:16]=[C:15]([CH3:17])[O:14][N:13]=3)[C:8](=[O:10])[S:9][C:5]=2[CH:4]=1 |f:2.3|. Isolated yield 97.4%. The solvent is ClCCl (dichloromethane). The reactants are C([O-])(O)=O.[Na+] (sodium bicarbonate), C([O-])(O)=O.[Na+] (sodium bicarbonate), NC=1C(=CC2=C(N(C(S2)=O)CC2=NOC(=N2)C)C1)F (5-amino-6-fluoro-3-(5-methyl-1,2,4-oxadiazol-3-ylmethyl)-2(3H)-benzothiazolone), ice, C(=S)(Cl)Cl (thiophosgene). Procedure details: A mixture of 5-amino-6-fluoro-3-(5-methyl-1,2,4-oxadiazol-3-ylmethyl)-2(3H)-benzothiazolone (1.33 g), dichloromethane (10 ml) and ice (10 g) was prepared. To this mixture was added thiophosgene (0.7 g), and then portionwise added sodium bicarbonate at a temperature of 5° to 10° C. so as to make the mixture slightly alkaline. The mixture was stirred for 20 minutes, and tested to confirm whether the mixture was alkaline (if the mixture was acidic, then a further amount of sodium bicarbonate was ad... Starting materials: O=C1NC2=C(C=CC=C2C1SC)OC1=CC=CC2=CC=CC=C12 (2-oxo-3-methylthio-7-(α-naphthoxy)indoline). Reagents/catalysts: [Ni] (Raney nickel). Run in O1CCOCC1 (dioxane). Conditions: temperature 50 celsius, time 1.5 hour. Yields the product O=C1NC2=C(C=CC=C2C1)OC1=CC=CC2=CC=CC=C12 (2-oxo-7-(α-naphtoxy)indoline). Yield: 68.1%. RXN SMILES: [O:1]=[C:2]1[CH:10](SC)[C:9]2[C:4](=[C:5]([O:13][C:14]3[C:23]4[C:18](=[CH:19][CH:20]=[CH:21][CH:22]=4)[CH:17]=[CH:16][CH:15]=3)[CH:6]=[CH:7][CH:8]=2)[NH:3]1>[Ni].O1CCOCC1>[O:1]=[C:2]1[CH2:10][C:9]2[C:4](=[C:5]([O:13][C:14]3[C:23]4[C:18](=[CH:19][CH:20]=[CH:21][CH:22]=4)[CH:17]=[CH:16][CH:15]=3)[CH:6]=[CH:7][CH:8]=2)[NH:3]1. Procedure: A mixture of 2-oxo-3-methylthio-7-(α-naphthoxy)indoline (5.4 g) and Raney nickel (12 ml) in dioxane (70 ml) was stirred at 50° C. for 1.5 hrs. The reaction mixture was allowed to stand and the supernatant was separated by decantation. To the residue was added dioxane and the supernatant was separated again. The dioxane solutions were combined and filtered. The filtrate was evaporated in vacuo, and the oily residue (5.2 g) was crystallized by treating with ethanol to give 2-oxo-7-(α-naphtoxy)indo... Reaction SMILES: [CH3:1][C:2]1([CH2:7][C:8](Cl)=O)[CH2:6][CH2:5][CH2:4][CH2:3]1.[NH2:11][C:12]1[CH:17]=[C:16]([S:18]([CH:21]([CH3:23])[CH3:22])(=[O:20])=[O:19])[CH:15]=[CH:14][C:13]=1[NH:24][CH2:25][CH:26]1[CH2:28][CH2:27]1>>[CH:26]1([CH2:25][N:24]2[C:13]3[CH:14]=[CH:15][C:16]([S:18]([CH:21]([CH3:23])[CH3:22])(=[O:20])=[O:19])=[CH:17][C:12]=3[N:11]=[C:8]2[CH2:7][C:2]2([CH3:1])[CH2:6][CH2:5][CH2:4][CH2:3]2)[CH2:27][CH2:28]1. Procedure: The title compound was prepared according to the procedure described in Step C of Example 5 from (1-methylcyclopentyl)acetyl chloride (Step A) and 2-amino-1-(N-cyclopropylmethylamino)-4-(isopropylsulfonyl)benzene (Step E of Example 1). Product: C1(CC1)CN1C(=NC2=C1C=CC(=C2)S(=O)(=O)C(C)C)CC2(CCCC2)C (1-(Cyclopropylmethyl)-2-(1-methylcyclopentylmethyl)-5-(isopropylsulfonyl)-1H-benzimidazole). Starting materials: CC1(CCCC1)CC(=O)Cl ((1-Methylcyclopentyl)acetyl chloride), NC1=C(C=CC(=C1)S(=O)(=O)C(C)C)NCC1CC1 (2-Amino-1-(N-cyclopropylmethylamino)-4-(isopropylsulfonyl)benzene). The reactants are C(C1=CC=CC=C1)C=1N(C=CC(C1O)=O)CCOC(C)=O (2-benzyl-3-hydroxy-1-(2-acetoxy-ethyl)-1H-pyridin-4-one), Cl (HCl). The solvent is [OH-].[Na+] (NaOH), C(C)O (ethanol). Run at time 1 hour. Product: C(C1=CC=CC=C1)C=1N(C=CC(C1O)=O)CCO (2-benzyl-3-hydroxy-1-(2-hydroxy-ethyl)-1H-pyridin-4-one). Reaction SMILES: [CH2:1]([C:8]1[N:9]([CH2:16][CH2:17][O:18]C(=O)C)[CH:10]=[CH:11][C:12](=[O:15])[C:13]=1[OH:14])[C:2]1[CH:7]=[CH:6][CH:5]=[CH:4][CH:3]=1.Cl>[OH-].[Na+].C(O)C>[CH2:1]([C:8]1[N:9]([CH2:16][CH2:17][OH:18])[CH:10]=[CH:11][C:12](=[O:15])[C:13]=1[OH:14])[C:2]1[CH:3]=[CH:4][CH:5]=[CH:6][CH:7]=1 |f:2.3|. Reported procedure: 0.915 g of 2-benzyl-3-hydroxy-1-(2-acetoxy-ethyl)-1H-pyridin-4-one (Example 42) are stirred at room temperature in a mixture of 2 ml of 2N NaOH and 10 ml of ethanol for 24 hours. Then 2 ml of 2N HCl are added and the reaction mixture is stirred at room temperature for one hour, filtered and washed with cold ethanol. Drying yields 2-benzyl-3-hydroxy-1-(2-hydroxy-ethyl)-1H-pyridin-4-one. The reactants are C(C)C1C(CC(C(C(OC(C2CCCCN2C(C(C2(C(CC(C(C(CC(CC(=C1)C)C)OC)O2)OC)C)O)=O)=O)=O)C(=CC2CC(C(CC2)O)O)C)C)O)=O (17-ethyl-1,14-dihydroxy-12-[2'-(3",4 "-dihydroxycyclohexyl)-1'-methylvinyl]-23,25-dimethoxy-13,19,21,27-tetramethyl-11,28-dioxa-4-azatricyclo[22.3.1.04,9 ]octacos-18-ene-2,3,10,16-tetraone), ClC(C(OCC=C)=N)(Cl)Cl (allyl trichloroacetimidate), FC(S(=O)(=O)O)(F)F (Trifluoromethanesulfonic acid). Product: C(C)C1C(CC(C(C(OC(C2CCCCN2C(C(C2(C(CC(C(C(CC(CC(=C1)C)C)OC)O2)OC)C)O)=O)=O)=O)C(=CC2CC(C(CC2)O)OCC=C)C)C)O)=O (17-Ethyl-1,14-dihydroxy-12-[2'-(3"-allyloxy-4"-hydroxycylohexyl)-1'-methylvinyl]-23,25-dimethoxy-13,19,21,27-tetramethyl-11,28-dioxa-4-azatricyclo[22.3.1.04,9 ]octacos-18-ene-2,3,10,16-tetraone). Reaction SMILES: [CH2:1]([CH:3]1[CH:29]=[C:28]([CH3:30])[CH2:27][CH:26]([CH3:31])[CH2:25][CH:24]([O:32][CH3:33])[CH:23]2[O:34][C:19]([OH:38])([CH:20]([CH3:37])[CH2:21][CH:22]2[O:35][CH3:36])[C:18](=[O:39])[C:17](=[O:40])[N:16]2[CH:11]([CH2:12][CH2:13][CH2:14][CH2:15]2)[C:10](=[O:41])[O:9][CH:8]([C:42]([CH3:52])=[CH:43][CH:44]2[CH2:49][CH2:48][CH:47]([OH:50])[CH:46]([OH:51])[CH2:45]2)[CH:7]([CH3:53])[CH:6]([OH:54])[CH2:5][C:4]1=[O:55])[CH3:2].ClC(Cl)(Cl)C(=N)O[CH2:60][CH:61]=[CH2:62].FC(F)(F)S(O)(=O)=O>>[CH2:1]([CH:3]1[CH:29]=[C:28]([CH3:30])[CH2:27][CH:26]([CH3:31])[CH2:25][CH:24]([O:32][CH3:33])[CH:23]2[O:34][C:19]([OH:38])([CH:20]([CH3:37])[CH2:21][CH:22]2[O:35][CH3:36])[C:18](=[O:39])[C:17](=[O:40])[N:16]2[CH:11]([CH2:12][CH2:13][CH2:14][CH2:15]2)[C:10](=[O:41])[O:9][CH:8]([C:42]([CH3:52])=[CH:43][CH:44]2[CH2:49][CH2:48][CH:47]([OH:50])[CH:46]([O:51][CH2:62][CH:61]=[CH2:60])[CH2:45]2)[CH:7]([CH3:53])[CH:6]([OH:54])[CH2:5][C:4]1=[O:55])[CH3:2]. Reported procedure: To a solution of 17-ethyl-1,14-dihydroxy-12-[2'-(3",4 "-dihydroxycyclohexyl)-1'-methylvinyl]-23,25-dimethoxy-13,19,21,27-tetramethyl-11,28-dioxa-4-azatricyclo[22.3.1.04,9 ]octacos-18-ene-2,3,10,16-tetraone (100 mg in 1.5 ml 33% methylene chlorine in cyclohexane), allyl trichloroacetimidate (53 μl neat) was added and the reagents allowed to mix for 5 minutes. Trifluoromethanesulfonic acid (2 μl neat) was added slowly via syringe and the mixture stirred at room temperature. After 3 hours the react...